This data is from the Open Reaction Database (ORD), a public repository of structured organic reaction records. The task is: describe an organic reaction: reactants, conditions, products, and yield Reactants: S=C(Cl)Oc1ccc(Cl)cc1, COCCN(C)CCCCOc1ccc2c(c1)CCN2, [Na+], O=C([O-])O, C1COCCO1, O. Yields the product COCCN(C)CCCCOc1ccc2c(c1)CCN2C(=S)Oc1ccc(Cl)cc1. Reaction SMILES: [Cl:21][c:22]1[cH:23][cH:24][c:25]([O:28][C:29](=[S:30])[Cl:31])[cH:26][cH:27]1.[NH:1]1[CH2:2][CH2:3][c:4]2[cH:5][c:6]([O:10][CH2:11][CH2:12][CH2:13][CH2:14][N:15]([CH3:16])[CH2:17][CH2:18][O:19][CH3:20])[cH:7][cH:8][c:9]21.[Na+:36].[O-:32][C:33]([OH:34])=[O:35].[O:37]1[CH2:38][CH2:39][O:40][CH2:41][CH2:42]1.[OH2:43]>>[N:1]1([C:29]([O:28][c:25]2[cH:24][cH:23][c:22]([Cl:21])[cH:27][cH:26]2)=[S:30])[CH2:2][CH2:3][c:4]2[cH:5][c:6]([O:10][CH2:11][CH2:12][CH2:13][CH2:14][N:15]([CH3:16])[CH2:17][CH2:18][O:19][CH3:20])[cH:7][cH:8][c:9]21. The reactants are Cl.NC1=CC=C(C=C1)CCNC[C@H](O)C1=CC=CC=C1 ((R)-2-[[2-(4-aminophenyl)ethyl]amino]-1-phenylethanol monohydrochloride), NC=1SC=C(N1)CC(=O)O (2-aminothiazol-4-yl-acetic acid), Cl (hydrochloric acid), Cl.CN(CCCN=C=NCC)C (1-(3-dimethylaminopropyl)-3-ethylcarbodiimide monohydrochloride), [OH-].[Na+] (sodium hydroxide). The solvent is O (water), O (water). Reaction conditions: time 1 hour. The product is NC=1SC=C(N1)CC(=O)NC1=CC=C(C=C1)CCNC[C@@H](C1=CC=CC=C1)O ((R)-2-(2-aminothiazol-4-yl)-4′-[2-[(2-hydroxy-2-phenylethyl)amino]ethyl]acetanilide). RXN SMILES: Cl.[NH2:2][C:3]1[CH:8]=[CH:7][C:6]([CH2:9][CH2:10][NH:11][CH2:12][C@@H:13]([C:15]2[CH:20]=[CH:19][CH:18]=[CH:17][CH:16]=2)[OH:14])=[CH:5][CH:4]=1.[NH2:21][C:22]1[S:23][CH:24]=[C:25]([CH2:27][C:28](O)=[O:29])[N:26]=1.Cl.Cl.CN(C)CCCN=C=NCC.[OH-].[Na+]>O>[NH2:21][C:22]1[S:23][CH:24]=[C:25]([CH2:27][C:28]([NH:2][C:3]2[CH:4]=[CH:5][C:6]([CH2:9][CH2:10][NH:11][CH2:12][C@H:13]([OH:14])[C:15]3[CH:16]=[CH:17][CH:18]=[CH:19][CH:20]=3)=[CH:7][CH:8]=2)=[O:29])[N:26]=1 |f:0.1,4.5,6.7|. Procedure: To a mixed solution of 13.50 kg of (R)-2-[[2-(4-aminophenyl)ethyl]amino]-1-phenylethanol monohydrochloride, 7.29 kg of 2-aminothiazol-4-yl-acetic acid, 4.46 kg of concentrated hydrochloric acid and 270 L of water, 9.73 kg of 1-(3-dimethylaminopropyl)-3-ethylcarbodiimide monohydrochloride (EDC) was added at 15° C., and the mixture was stirred for one hour. A mixed solution of 4.10 kg of sodium hydroxide and 110 L of water was dropped in the reaction solution, thereby undergoing crystallization. A...